Task: describe an organic reaction: reactants, conditions, products, and yield. Dataset: the Open Reaction Database (ORD), a public repository of structured organic reaction records Reactants: FC1=C(C(=O)Cl)C=C(C(=C1C)F)F (2,4,5-trifluoro-3-methylbenzoyl chloride), ice water, S(O)(O)(=O)=O (sulfuric acid), [Mg] (magnesium), C(CC(=O)OCC)(=O)OCC (diethyl malonate). Run in C1(=CC=CC=C1)C (toluene), C(C)O (ethanol), C1(=CC=CC=C1)C (toluene), C(C)O (ethanol), C(Cl)(Cl)(Cl)Cl (carbon tetrachloride). Run at time 2 hour. The product is FC1=C(C(=O)C(C(=O)OCC)C(=O)OCC)C=C(C(=C1C)F)F (Diethyl 2-(2,4,5-trifluoro-3-methylbenzoyl)malonate). The yield is 112.7%. As a reaction SMILES: [Mg].[C:2]([O:10][CH2:11][CH3:12])(=[O:9])[CH2:3][C:4]([O:6][CH2:7][CH3:8])=[O:5].[F:13][C:14]1[C:22]([CH3:23])=[C:21]([F:24])[C:20]([F:25])=[CH:19][C:15]=1[C:16](Cl)=[O:17].S(=O)(=O)(O)O>C1(C)C=CC=CC=1.C(O)C.C(Cl)(Cl)(Cl)Cl>[F:13][C:14]1[C:22]([CH3:23])=[C:21]([F:24])[C:20]([F:25])=[CH:19][C:15]=1[C:16]([CH:3]([C:4]([O:6][CH2:7][CH3:8])=[O:5])[C:2]([O:10][CH2:11][CH3:12])=[O:9])=[O:17]. Procedure details: To a mixture of magnesium turnings (0.69 g) and absolute ethanol (4.7 ml) was added carbon tetrachloride (0.4 ml). To the stirring suspension was added a solution of diethyl malonate (4.41 g) and absolute ethanol (4.7 ml) in anhydrous toluene (19.2 ml) dropwise during 10 minutes at 15° to 50° C. After the mixture was stirred at 50° to 60° C. for 2 hours, to the mixture was added a solution of 2,4,5-trifluoro-3-methylbenzoyl chloride (4.51 g) in anhydrous toluene (6.4 ml) dropwise at -16° to -13°... As a reaction SMILES: [C:20](#[N:21])[c:22]1[cH:23][cH:24][c:25]([CH2:26][n:27]2[cH:28][n:29][cH:30][c:31]2[CH2:32][Cl:33])[cH:34][cH:35]1.[CH3:2][c:3]1[cH:4][c:5]([CH2:6][C:7]2([C:13](=[O:14])[NH2:15])[CH2:8][CH2:9][NH:10][CH2:11][CH2:12]2)[cH:16][cH:17][cH:18]1.[CH3:45][C:46]#[N:47].[CH:36]([N:37]([CH:38]([CH3:39])[CH3:40])[CH2:41][CH3:42])([CH3:43])[CH3:44].[ClH:19].[ClH:1]>>[CH3:2][c:3]1[cH:4][c:5]([CH2:6][C:7]2([C:13](=[O:14])[NH2:15])[CH2:8][CH2:9][N:10]([CH2:32][c:31]3[n:27]([CH2:26][c:25]4[cH:24][cH:23][c:22]([C:20]#[N:21])[cH:35][cH:34]4)[cH:28][n:29][cH:30]3)[CH2:11][CH2:12]2)[cH:16][cH:17][cH:18]1. The product is Cc1cccc(CC2(C(N)=O)CCN(Cc3cncn3Cc3ccc(C#N)cc3)CC2)c1. The reactants are N#Cc1ccc(Cn2cncc2CCl)cc1, Cc1cccc(CC2(C(N)=O)CCNCC2)c1, CC#N, CCN(C(C)C)C(C)C, Cl, Cl. Reactants: BrB(Br)Br, ClCCl, CCOC(=O)C(NC(=O)CCc1cnc2ccc(OC)cc2c1)C(=O)OCC, O. Yields the product CCOC(=O)C(NC(=O)CCc1cnc2ccc(O)cc2c1)C(=O)OCC. As a reaction SMILES: [B:29]([Br:30])([Br:31])[Br:32].[CH2:34]([Cl:35])[Cl:36].[CH3:1][O:2][c:3]1[cH:4][c:5]2[cH:6][c:7]([CH2:13][CH2:14][C:15](=[O:16])[NH:17][CH:18]([C:19](=[O:20])[O:21][CH2:22][CH3:23])[C:24](=[O:25])[O:26][CH2:27][CH3:28])[cH:8][n:9][c:10]2[cH:11][cH:12]1.[OH2:33]>>[OH:2][c:3]1[cH:4][c:5]2[cH:6][c:7]([CH2:13][CH2:14][C:15](=[O:16])[NH:17][CH:18]([C:19](=[O:20])[O:21][CH2:22][CH3:23])[C:24](=[O:25])[O:26][CH2:27][CH3:28])[cH:8][n:9][c:10]2[cH:11][cH:12]1. The reactants are Cl (Hydrochloric acid), C(C)OC(=O)C=1C(=NOC1C)C1=CC(=C(C=C1)F)F (3-(3,4-difluoro-phenyl)-5-methyl-isoxazole-4-carboxylic acid ethyl ester), C(C1=CC=CC=C1)=O (benzaldehyde), [O-]CC.[Na+] (sodium ethoxide). The solvent is C(C)O (ethanol). The product is FC=1C=C(C=CC1F)C1=NOC(=C1C(=O)O)\C=C\C1=CC=CC=C1 (3-(3,4-Difluoro-phenyl)-5-([E]-styryl)-isoxazole-4-carboxylic acid). The yield is 87.4%. RXN SMILES: C([O:3][C:4]([C:6]1[C:7]([C:12]2[CH:17]=[CH:16][C:15]([F:18])=[C:14]([F:19])[CH:13]=2)=[N:8][O:9][C:10]=1[CH3:11])=[O:5])C.[CH:20](=O)[C:21]1[CH:26]=[CH:25][CH:24]=[CH:23][CH:22]=1.[O-]CC.[Na+].Cl>C(O)C>[F:19][C:14]1[CH:13]=[C:12]([C:7]2[C:6]([C:4]([OH:3])=[O:5])=[C:10](/[CH:11]=[CH:20]/[C:21]3[CH:26]=[CH:25][CH:24]=[CH:23][CH:22]=3)[O:9][N:8]=2)[CH:17]=[CH:16][C:15]=1[F:18] |f:2.3|. Procedure details: To a stirred solution of 3-(3,4-difluoro-phenyl)-5-methyl-isoxazole-4-carboxylic acid ethyl ester (50 g, 187 mmol) and benzaldehyde (19.1 mL, 187 mmol) in ethanol (280 mL) was added sodium ethoxide (2.71 M, 75.8 mL, 206 mmol) and the reaction was stirred at reflux for 1 h. Hydrochloric acid (1 N, 225 mL) was added and the resulting mixture was then triturated with dichloromethane and filtered to afford the title compound (53.5 g, 87%) as a light yellow solid. MS: m/e=328.3 [M+H]+. Starting materials: solution, CC(CC)S (1-methyl-1-propyl mercaptan). The solvent is C(C)#N (acetonitrile). Run at time 2 hour. Yields the product CC(CC)SSC(CC)C (1-methyl-1-propyl disulfide). RXN SMILES: [CH3:1][CH:2]([SH:5])[CH2:3][CH3:4]>C(#N)C>[CH3:1][CH:2]([S:5][S:5][CH:2]([CH3:1])[CH2:3][CH3:4])[CH2:3][CH3:4]. Reported procedure: A solution of 150 μg of LL-E33288γ1 -I in 1 ml of acetonitrile was treated with 50 μl of a 1 μmole/ml solution of 1-methyl-1-propyl mercaptan. After 2 hours, the reaction was complete, giving the desired 1-methyl-1-propyl disulfide of LL-E33288γ1 -I.